Dataset: the Open Reaction Database (ORD), a public repository of structured organic reaction records. Task: describe an organic reaction: reactants, conditions, products, and yield Solvent: CN(C=O)C (N,N-dimethylformamide). Run at time 3 hour. The product is ClC=1N(N=C2CCCCC12)C=1C(=CC2=C(N(C(CO2)=O)CC)C1)F (3-chloro-2-[4-ethyl-7-fluoro-2H-1,4-benzoxazin-3(4H)-on-6-yl]-4,5,6,7-tetrahydro-2H-indazole). RXN SMILES: [Cl:1][C:2]1[N:3]([C:11]2[C:12]([F:22])=[CH:13][C:14]3[O:19][CH2:18][C:17](=[O:20])[NH:16][C:15]=3[CH:21]=2)[N:4]=[C:5]2[C:10]=1[CH2:9][CH2:8][CH2:7][CH2:6]2.[H-].[Na+].[CH2:25](I)[CH3:26].O>CN(C)C=O>[Cl:1][C:2]1[N:3]([C:11]2[C:12]([F:22])=[CH:13][C:14]3[O:19][CH2:18][C:17](=[O:20])[N:16]([CH2:25][CH3:26])[C:15]=3[CH:21]=2)[N:4]=[C:5]2[C:10]=1[CH2:9][CH2:8][CH2:7][CH2:6]2 |f:1.2|. Reported procedure: To a solution of 3-chloro-2-[7-fluoro-2H-1,4-benzoxazin-3(4H)-on-6-yl]-4,5,6,7-tetrahydro-2H-indazole (1.0 g) in N,N-dimethylformamide (10 ml), sodium hydride (0.3 g) and ethyl iodide (0.5 g) were successively added, and the resultant mixture was heated at 50° to 60° C., followed by stirring for 3 hours. The reaction mixture was poured into water, and the precipitated crystals were collected by filtration an purified by silica gel column chromatography using a mixture of ethyl acetate and hexane... Starting materials: ClC=1N(N=C2CCCCC12)C=1C(=CC2=C(NC(CO2)=O)C1)F (3-chloro-2-[7-fluoro-2H-1,4-benzoxazin-3(4H)-on-6-yl]-4,5,6,7-tetrahydro-2H-indazole), [H-].[Na+] (sodium hydride), C(C)I (ethyl iodide), resultant mixture, O (water), 1.